Dataset: the Open Reaction Database (ORD), a public repository of structured organic reaction records. Task: describe an organic reaction: reactants, conditions, products, and yield Reactants: BrB(Br)Br, COc1ccc2c(c1)c1c(n2-c2ccccc2)CCN(C)CC1, ClCCl. Yields the product CN1CCc2c(n(-c3ccccc3)c3ccc(O)cc23)CC1. RXN SMILES: [B:1]([Br:2])([Br:3])[Br:4].[CH3:5][O:6][c:7]1[cH:8][c:9]2[c:10]3[c:11]([n:12](-[c:16]4[cH:17][cH:18][cH:19][cH:20][cH:21]4)[c:13]2[cH:14][cH:15]1)[CH2:22][CH2:23][N:24]([CH3:27])[CH2:25][CH2:26]3.[Cl:28][CH2:29][Cl:30]>>[OH:6][c:7]1[cH:8][c:9]2[c:10]3[c:11]([n:12](-[c:16]4[cH:17][cH:18][cH:19][cH:20][cH:21]4)[c:13]2[cH:14][cH:15]1)[CH2:22][CH2:23][N:24]([CH3:27])[CH2:25][CH2:26]3.